This data is from the Open Reaction Database (ORD), a public repository of structured organic reaction records. The task is: describe an organic reaction: reactants, conditions, products, and yield The reactants are CC(=O)O, COc1cc2c(cc1OC)CC(=O)NCC2, C1COCCO1. Yields the product COc1cc2c(cc1OC)CCNCC2. RXN SMILES: [CH3:1][C:2](=[O:3])[OH:4].[CH3:5][O:6][c:7]1[cH:8][c:9]2[c:10]([cH:17][c:18]1[O:19][CH3:20])[CH2:11][C:12](=[O:16])[NH:13][CH2:14][CH2:15]2.[O:21]1[CH2:22][CH2:23][O:24][CH2:25][CH2:26]1>>[CH3:5][O:6][c:7]1[cH:8][c:9]2[c:10]([cH:17][c:18]1[O:19][CH3:20])[CH2:11][CH2:12][NH:13][CH2:14][CH2:15]2. The reactants are C1(=CC=CC=C1)P(C1=CC=CC=C1)C1=CC=CC=C1 (triphenylphosphine), C(Br)(Br)(Br)Br (carbon tetrabromide), ClC1=C(C=CC=C1)N1C(=NN=C1C1=NC=C(C=C1)OCC(F)(F)F)C=CC(=O)O (3-{4-(2-Chloro-phenyl)-5-[5-(2,2,2-trifluoro-ethoxy)-pyridin-2-yl]-4H-[1,2,4]triazol-3-yl}-acrylic acid), C(C(=O)Cl)(=O)Cl (oxalyl chloride), C(#N)C1=CC=C(C(=O)NN)C=C1 (4-Cyano-benzoic acid hydrazide). Solvent: C(C)N(CC)CC (triethylamine), CN(C)C=O (DMF), C(C)N(CC)CC (triethylamine), ClCCl (dichloromethane). Reaction conditions: temperature -20 celsius, time 3 hour. The product is ClC1=C(C=CC=C1)N1C(=NN=C1C1=NC=C(C=C1)OCC(F)(F)F)C=CC1=NN=C(O1)C1=CC=C(C#N)C=C1 (4-[5-(2-{4-(2-Chloro-phenyl)-5-[5-(2,2,2-trifluoro-ethoxy)-pyridin-2-yl]-4H-[1,2,4]triazol-3-yl}-vinyl)-[1,3,4]oxadiazol-2-yl]-benzonitrile). As a reaction SMILES: [Cl:1][C:2]1[CH:7]=[CH:6][CH:5]=[CH:4][C:3]=1[N:8]1[C:12]([C:13]2[CH:18]=[CH:17][C:16]([O:19][CH2:20][C:21]([F:24])([F:23])[F:22])=[CH:15][N:14]=2)=[N:11][N:10]=[C:9]1[CH:25]=[CH:26][C:27](O)=[O:28].C(Cl)(=O)C(Cl)=O.[C:36]([C:38]1[CH:47]=[CH:46][C:41]([C:42]([NH:44][NH2:45])=O)=[CH:40][CH:39]=1)#[N:37].C1(P(C2C=CC=CC=2)C2C=CC=CC=2)C=CC=CC=1.C(Br)(Br)(Br)Br>ClCCl.C(N(CC)CC)C.CN(C=O)C>[Cl:1][C:2]1[CH:7]=[CH:6][CH:5]=[CH:4][C:3]=1[N:8]1[C:12]([C:13]2[CH:18]=[CH:17][C:16]([O:19][CH2:20][C:21]([F:24])([F:22])[F:23])=[CH:15][N:14]=2)=[N:11][N:10]=[C:9]1[CH:25]=[CH:26][C:27]1[O:28][C:42]([C:41]2[CH:46]=[CH:47][C:38]([C:36]#[N:37])=[CH:39][CH:40]=2)=[N:44][N:45]=1. Reported procedure: To a 100 mL flask with 3-{4-(2-Chloro-phenyl)-5-[5-(2,2,2-trifluoro-ethoxy)-pyridin-2-yl]-4H-[1,2,4]triazol-3-yl}-acrylic acid 8 (0.18 g, 0.368 mmol) in dichloromethane (20 mL) was added oxalyl chloride (0.20 g, 1.55 mmol) and a drop of DMF. The reaction was kept at ambient temperature for 3 h. The solvent was removed and the residue was further dried under high vacuum and cooled to −20° C. Dichloromethane (10 mL) was added, followed by 4-Cyano-benzoic acid hydrazide (0.18 g, 1.1 mmol) and triet... Starting materials: Cl.C1(=CC=CC=C1)C1C(CCC1)N (2-phenylcyclopentylamine hydrochloride), COC=1CCCN1 (O-methylbutyrolactim). The solvent is CCOCC (ether). Reaction conditions: time 6 day. The product is Cl.C1(=CC=CC=C1)C1C(CCC1)N=C1NCCC1 (2-[(2-phenylcyclopentyl)imino]pyrrolidine hydrochloride). RXN SMILES: [ClH:1].[C:2]1([CH:8]2[CH2:12][CH2:11][CH2:10][CH:9]2[NH2:13])[CH:7]=[CH:6][CH:5]=[CH:4][CH:3]=1.CO[C:16]1[CH2:17][CH2:18][CH2:19][N:20]=1>CCOCC>[ClH:1].[C:2]1([CH:8]2[CH2:12][CH2:11][CH2:10][CH:9]2[N:13]=[C:16]2[CH2:17][CH2:18][CH2:19][NH:20]2)[CH:7]=[CH:6][CH:5]=[CH:4][CH:3]=1 |f:0.1,4.5|. Procedure details: A slurry of 3.0 g (0.0152 mole) of powdered 2-phenylcyclopentylamine hydrochloride and 3 ml of O-methylbutyrolactim is allowed to stand at room temperature with occasional stirring for 6 days after which the material is covered with absolute ether. The solution is allowed to stand at room temperature for an additional 6 days. A precipitate forms which is collected and recrystallized from acetone-methanol and dried to give 2-[(2-phenylcyclopentyl)imino]pyrrolidine hydrochloride, M.P. 155°-158° C.